This data is from the Open Reaction Database (ORD), a public repository of structured organic reaction records. The task is: describe an organic reaction: reactants, conditions, products, and yield Reaction SMILES: C(S([NH:7][C@H:8]([C:21]1[CH:26]=[CH:25][C:24]([O:27][CH2:28][C:29]([F:32])([F:31])[F:30])=CN=1)[C:9]1[N:10]=[N:11][N:12]([C:14]([CH3:20])([CH3:19])[C:15]([O:17][CH3:18])=[O:16])[CH:13]=1)=O)(C)(C)C.[ClH:33].[CH2:34](OCC)[CH3:35]>CO>[Cl-:33].[CH3:18][O:17][C:15](=[O:16])[C:14]([N:12]1[CH:13]=[C:9]([C@H:8]([C:21]2[CH:26]=[CH:25][C:24]([O:27][CH2:28][C:29]([F:31])([F:30])[F:32])=[CH:35][CH:34]=2)[NH3+:7])[N:10]=[N:11]1)([CH3:19])[CH3:20] |f:4.5|. The product is [Cl-].COC(C(C)(C)N1N=NC(=C1)[C@@H]([NH3+])C1=CC=C(C=C1)OCC(F)(F)F)=O ((S)-[1-(2-methoxy-1,1-dimethyl-2-oxoethyl)-1H-1,2,3-triazol-4-yl][4-(2,2,2-trifluoroethoxy)phenyl]methanaminium chloride). Reported procedure: To a solution of 0.12 g (0.25 mmol) methyl 2-(4-{(S)-[(tert-butylsulfinyl)amino][5-(2,2,2-trifluoroethoxy)pyridin-2-yl]methyl}-1H-1,2,3-triazol-1-yl)-2-methylpropanoate in 1.0 ml MeOH was added 0.96 mL (1.9 mmol) 2.0M HCl in diethyl ether. After 30 min at room temperature, the reaction mixture was concentrated in vacuo to afford (S)-[1-(2-methoxy-1,1-dimethyl-2-oxoethyl)-1H-1,2,3-triazol-4-yl][4-(2,2,2-trifluoroethoxy)phenyl]methanaminium chloride. ES-MS [M+1]+=374.1. The solvent is CO (MeOH). The reactants are C(C)(C)(C)S(=O)N[C@@H](C=1N=NN(C1)C(C(=O)OC)(C)C)C1=NC=C(C=C1)OCC(F)(F)F (methyl 2-(4-{(S)-[(tert-butylsulfinyl)amino][5-(2,2,2-trifluoroethoxy)pyridin-2-yl]methyl}-1H-1,2,3-triazol-1-yl)-2-methylpropanoate), Cl (HCl), C(C)OCC (diethyl ether). Conditions: time 30 minute. The reactants are C#CCN, Cc1cccc(S(=O)(=O)Cl)c1, [Na+], [OH-], O. Product: C#CCNS(=O)(=O)c1cccc(C)c1. RXN SMILES: [CH2:3]([C:4]#[CH:5])[NH2:6].[CH3:7][c:8]1[cH:9][c:10]([S:14](=[O:15])(=[O:16])[Cl:17])[cH:11][cH:12][cH:13]1.[Na+:2].[OH-:1].[OH2:18]>>[CH2:3]([C:4]#[CH:5])[NH:6][S:14]([c:10]1[cH:9][c:8]([CH3:7])[cH:13][cH:12][cH:11]1)(=[O:15])=[O:16]. Starting materials: CCO[Si](OCC)(OCC)c1cccs1 (effective_coupling_partner), COc2ccc1cc(OC(=O)N(C)C)ccc1c2 (substrate). The reagents and catalysts are dcype. Run at temperature 120 celsius, time 12 hour. Yields the product COc3ccc2cc(c1cccs1)ccc2c3. Reactants: NC1=C(C(=NC2=CC=CC(=C12)OC[C@@H]1NCCC1)C)C(=O)OCC ((R)-ethyl 4-amino-2-methyl-5-(pyrrolidin-2-ylmethoxy)quinoline-3-carboxylate), C(C)(=O)OC(C)=O (acetic anhydride). The product is C(C)(=O)N1[C@H](CCC1)COC1=C2C(=C(C(=NC2=CC=C1)C)C(=O)OCC)N ((R)-ethyl 5-((1-acetylpyrrolidin-2-yl)methoxy)-4-amino-2-methylquinoline-3-carboxylate). RXN SMILES: [NH2:1][C:2]1[C:11]2[C:6](=[CH:7][CH:8]=[CH:9][C:10]=2[O:12][CH2:13][C@H:14]2[CH2:18][CH2:17][CH2:16][NH:15]2)[N:5]=[C:4]([CH3:19])[C:3]=1[C:20]([O:22][CH2:23][CH3:24])=[O:21].[C:25](OC(=O)C)(=[O:27])[CH3:26]>>[C:25]([N:15]1[CH2:16][CH2:17][CH2:18][C@@H:14]1[CH2:13][O:12][C:10]1[CH:9]=[CH:8][CH:7]=[C:6]2[C:11]=1[C:2]([NH2:1])=[C:3]([C:20]([O:22][CH2:23][CH3:24])=[O:21])[C:4]([CH3:19])=[N:5]2)(=[O:27])[CH3:26]. Procedure: Prepared as in Example 24a from (R)-ethyl 4-amino-2-methyl-5-(pyrrolidin-2-ylmethoxy)quinoline-3-carboxylate (Example 92b) and acetic anhydride as brown solid (28%). MS 372 (MH+). The reactants are BrC=1C(=C(C(=S)OC)C(=CC1)C)C (methyl 3-bromo-2-methyl-6-methylthiobenzoate), [OH-].[Na+] (sodium hydroxide). Run in C(C)O (ethanol). The product is BrC=1C(=C(C(=S)O)C(=CC1)C)C (3-Bromo-2-methyl-6-methylthiobenzoic acid). The yield is 98.9%. As a reaction SMILES: [Br:1][C:2]1[C:3]([CH3:13])=[C:4]([C:9]([CH3:12])=[CH:10][CH:11]=1)[C:5]([O:7]C)=[S:6].[OH-].[Na+]>C(O)C>[Br:1][C:2]1[C:3]([CH3:13])=[C:4]([C:9]([CH3:12])=[CH:10][CH:11]=1)[C:5]([OH:7])=[S:6] |f:1.2|. Procedure: To 100 ml of an ethanol solution containing 17.0 g of methyl 3-bromo-2-methyl-6-methylthiobenzoate, 16 g of a 50% sodium hydroxide aqueous solution was added, and the mixture was refluxed for 3 hours under heating. The reaction mixture was concentrated under reduced pressure. Then, water was added thereto, and the mixture was washed with chloroform. The aqueous layer was acidified with concentrated hydrochloric acid and extracted with chloroform. The extract was dried over anhydrous sodium sulfa... Reactants: BrC/C=C/CN(C1=C(C=CC=C1)[N+](=O)[O-])C1=NC=CN=C1Cl ((E)-2-[N-(4-bromo-2-buten-1-yl)-N-(2-nitrophenyl)amino]-3-chloropyrazine), CNC (dimethylamine). The solvent is C(C)O (ethanol), C(C)O (ethanol). Yields the product CN(C/C=C/CN(C1=C(C=CC=C1)[N+](=O)[O-])C1=NC=CN=C1Cl)C ((E)-2-[N-(4-Dimethylamino-2-buten-1-yl)-N-(2-nitrophenyl)amino]-3-chloropyrazine). RXN SMILES: Br[CH2:2]/[CH:3]=[CH:4]/[CH2:5][N:6]([C:16]1[C:21]([Cl:22])=[N:20][CH:19]=[CH:18][N:17]=1)[C:7]1[CH:12]=[CH:11][CH:10]=[CH:9][C:8]=1[N+:13]([O-:15])=[O:14].[CH3:23][NH:24][CH3:25]>C(O)C>[CH3:23][N:24]([CH3:25])[CH2:2]/[CH:3]=[CH:4]/[CH2:5][N:6]([C:16]1[C:21]([Cl:22])=[N:20][CH:19]=[CH:18][N:17]=1)[C:7]1[CH:12]=[CH:11][CH:10]=[CH:9][C:8]=1[N+:13]([O-:15])=[O:14]. Procedure details: Similar to Example 1094, 0.34 g of (E)-2-[N-(4-bromo-2-buten-1-yl)-N-(2-nitrophenyl)amino]-3-chloropyrazine was treated with 20 ml of a 0.86 M ethanol solution of dimethylamine in 5 ml of ethanol to thereby give 0.17 g of the title compound as a yellow oily substance. Reactants: CS(=O)(=O)O (methanesulfonic acid), ClC1=CC=C(C(=C1S(=O)(=O)N(C)OC)O)NC1=C(C(C1=O)=O)OCC (6-chloro-3-(2-ethoxy-3,4-dioxo-cyclobut-1-enylamino)-2-hydroxy-N-methoxy-N-methyl-benzenesulfonamide), ClC1=CC=C(C(=C1S(=O)(=O)N(C)OC)O)NC1=C(C(C1=O)=O)OCC (6-chloro-3-(2-ethoxy-3,4-dioxo-cyclobut-1-enylamino)-2-hydroxy-N-methoxy-N-methyl-benzenesulfonamide), C(C(F)(F)F)(C(F)(F)F)N (1,1,1,3,3,3-hexafluoroisopropylamine), resultant mixture. The solvent is C1CCOC1 (THF). Product: ClC1=CC=C(C(=C1S(=O)(=O)N(C)OC)O)NC1=C(C(C1=O)=O)NC(C(F)(F)F)C(F)(F)F (6-chloro-3-(2-(1,1,1,3,3,3-hexafluoropropan-2-ylamino)-3,4-dioxocyclobut-1-enylamino)-2-hydroxy-N-methoxy-N-methylbenzenesulfonamide). RXN SMILES: [Cl:1][C:2]1[C:7]([S:8]([N:11]([O:13][CH3:14])[CH3:12])(=[O:10])=[O:9])=[C:6]([OH:15])[C:5]([NH:16][C:17]2[C:20](=[O:21])[C:19](=[O:22])[C:18]=2OCC)=[CH:4][CH:3]=1.[CH:26]([NH2:35])([C:31]([F:34])([F:33])[F:32])[C:27]([F:30])([F:29])[F:28].CS(O)(=O)=O>C1COCC1>[Cl:1][C:2]1[C:7]([S:8]([N:11]([O:13][CH3:14])[CH3:12])(=[O:9])=[O:10])=[C:6]([OH:15])[C:5]([NH:16][C:17]2[C:20](=[O:21])[C:19](=[O:22])[C:18]=2[NH:35][CH:26]([C:31]([F:34])([F:33])[F:32])[C:27]([F:30])([F:29])[F:28])=[CH:4][CH:3]=1. Procedure: 6-Chloro-3-(2-ethoxy-3,4-dioxocyclobut-1-enylamino)-2-hydroxy-N-methoxy-N-methylbenzenesulfonamide (Intermediate A) (50 mg, 0.102 mmol) and 1,1,1,3,3,3-hexafluoroisopropylamine (34.0 mg, 0.203 mmol) were dissolved THF (1 ml). To the solution was added methanesulfonic acid (7 μl, 0.108 mmol) and the resultant mixture was heated at 50° C. overnight (˜18 hr). The solution was concentrated in vacuo and the residue was re-dissolved in DMSO (900 μl). The solution was transferred to a HPLC vial and pur... Starting materials: O=C([O-])[O-], COc1cccc(N)c1, [Cs+], [Cs+], O=[N+]([O-])c1ccc(Oc2ccnc3cc(I)sc23)c(F)c1, CC(=O)[O-], CC(=O)[O-], C1COCCO1, [Pd+2]. Yields the product COc1cccc(Nc2cc3nccc(Oc4ccc([N+](=O)[O-])cc4F)c3s2)c1. Reaction SMILES: [C:22](=[O:23])([O-:24])[O-:25].[CH3:28][O:29][c:30]1[cH:31][c:32]([NH2:33])[cH:34][cH:35][cH:36]1.[Cs+:26].[Cs+:27].[F:1][c:2]1[c:3]([O:4][c:5]2[c:6]3[c:7]([n:8][cH:9][cH:10]2)[cH:11][c:12]([I:14])[s:13]3)[cH:15][cH:16][c:17]([N+:19](=[O:20])[O-:21])[cH:18]1.[O-:44][C:45]([CH3:46])=[O:47].[O-:48][C:49]([CH3:50])=[O:51].[O:37]1[CH2:38][CH2:39][O:40][CH2:41][CH2:42]1.[Pd+2:43]>>[F:1][c:2]1[c:3]([O:4][c:5]2[c:6]3[c:7]([n:8][cH:9][cH:10]2)[cH:11][c:12]([NH:33][c:32]2[cH:31][c:30]([O:29][CH3:28])[cH:36][cH:35][cH:34]2)[s:13]3)[cH:15][cH:16][c:17]([N+:19](=[O:20])[O-:21])[cH:18]1. The reactants are CCO, ClCC1CO1, O=[N+]([O-])c1cc(F)ccc1O, [Na+], [OH-], O. The product is O=[N+]([O-])c1cc(F)ccc1OCC1CO1. Reaction SMILES: [CH3:20][CH2:21][OH:22].[Cl:12][CH2:13][CH:14]1[CH2:15][O:16]1.[F:1][c:2]1[cH:3][c:4]([N+:9](=[O:10])[O-:11])[c:5]([OH:8])[cH:6][cH:7]1.[Na+:18].[OH-:17].[OH2:19]>>[F:1][c:2]1[cH:3][c:4]([N+:9](=[O:10])[O-:11])[c:5]([O:8][CH2:13][CH:14]2[CH2:15][O:16]2)[cH:6][cH:7]1.